Dataset: the Open Reaction Database (ORD), a public repository of structured organic reaction records. Task: describe an organic reaction: reactants, conditions, products, and yield Reaction SMILES: [C:1]([C:4]1[CH:9]=[CH:8][C:7]([S:10]([NH2:13])(=[O:12])=[O:11])=[CH:6][CH:5]=1)(=[O:3])[CH3:2].[NH2:14][C:15]1[CH:20]=[CH:19][CH:18]=[CH:17][C:16]=1[C:21]#[C:22][C:23]1[C:24]([O:33][CH3:34])=[CH:25][C:26]([O:31][CH3:32])=[C:27]([CH:30]=1)[CH:28]=O>>[NH2:14][C:15]1[CH:20]=[CH:19][CH:18]=[CH:17][C:16]=1[C:21]#[C:22][C:23]1[C:24]([O:33][CH3:34])=[CH:25][C:26]([O:31][CH3:32])=[C:27](/[CH:28]=[CH:2]/[C:1]([C:4]2[CH:5]=[CH:6][C:7]([S:10]([NH2:13])(=[O:11])=[O:12])=[CH:8][CH:9]=2)=[O:3])[CH:30]=1. Reported procedure: Ex-35D: 4-{3E-[5-(2-Amino-phenylethynyl)-2,4-dimethoxyphenyl]acryloyl}benzenesulfonamide was prepared in a similar manner as Ex-1 using 4-acetylbenzenesulfonamide (Ex-35A) and 5-(2-amino-phenylethynyl)-2,4-dimethoxybenzaldehyde (Ex-35C), 82.6% yield, yellow solid, mp 167–169° C. 1H-NMR (300 MHz, DMSO-d6) δ 8.27 (d, J=8 Hz, 2H), 8.20(s, 1H), 8.01 (d, J=16Hz, 1H), 7.94 (d, J=8 Hz, 2H), 7.84 (d, J=16 Hz, 1H), 7.53 (s, 2H), 7.15–7.17 (m, 1H), 7.02–7.08 (m, 1H), 6.77 (s, 1H), 6.72 (d, J=8 Hz, 1H), 6.... Yields the product NC1=C(C=CC=C1)C#CC=1C(=CC(=C(C1)/C=C/C(=O)C1=CC=C(C=C1)S(=O)(=O)N)OC)OC (4-{3E-[5-(2-Amino-phenylethynyl)-2,4-dimethoxyphenyl]acryloyl}benzenesulfonamide). Isolated yield 82.6%. Reactants: C(C)(=O)C1=CC=C(C=C1)S(=O)(=O)N (4-acetylbenzenesulfonamide), NC1=C(C=CC=C1)C#CC=1C(=CC(=C(C=O)C1)OC)OC (5-(2-amino-phenylethynyl)-2,4-dimethoxybenzaldehyde). Reactants: Cl.C1(CC1)COC1=C(C=C(C=C1)C)C1=C2C(=NC=C1)C(=C(N2)C)C(=O)NC2CCNCC2 (7-[2-(cyclopropylmethoxy)-5-methylphenyl]-2-methyl-N-(piperidin-4-yl)-1H-pyrrolo[3,2-b]pyridine-3-carboxamide hydrochloride), COCC(=O)Cl (methoxy-acetyl chloride). The product is C1(CC1)COC1=C(C=C(C=C1)C)C1=C2C(=NC=C1)C(=C(N2)C)C(=O)NC2CCN(CC2)C(COC)=O (7-[2-(Cyclopropylmethoxy)-5-methylphenyl]-N-[1-(methoxyacetyl)piperidin-4-yl]-2-methyl-1H-pyrrolo[3,2-b]pyridine-3-carboxamide). As a reaction SMILES: Cl.[CH:2]1([CH2:5][O:6][C:7]2[CH:12]=[CH:11][C:10]([CH3:13])=[CH:9][C:8]=2[C:14]2[CH:19]=[CH:18][N:17]=[C:16]3[C:20]([C:24]([NH:26][CH:27]4[CH2:32][CH2:31][NH:30][CH2:29][CH2:28]4)=[O:25])=[C:21]([CH3:23])[NH:22][C:15]=23)[CH2:4][CH2:3]1.[CH3:33][O:34][CH2:35][C:36](Cl)=[O:37]>>[CH:2]1([CH2:5][O:6][C:7]2[CH:12]=[CH:11][C:10]([CH3:13])=[CH:9][C:8]=2[C:14]2[CH:19]=[CH:18][N:17]=[C:16]3[C:20]([C:24]([NH:26][CH:27]4[CH2:28][CH2:29][N:30]([C:36](=[O:37])[CH2:35][O:34][CH3:33])[CH2:31][CH2:32]4)=[O:25])=[C:21]([CH3:23])[NH:22][C:15]=23)[CH2:4][CH2:3]1 |f:0.1|. Procedure details: Starting from 7-[2-(cyclopropylmethoxy)-5-methylphenyl]-2-methyl-N-(piperidin-4-yl)-1H-pyrrolo[3,2-b]pyridine-3-carboxamide hydrochloride (example D.f18) and commercially available methoxy-acetyl chloride the title compound is obtained as colorless solid. Starting materials: ClC(=O)OC (methyl chloroformate), NN1CC(OC2=C1C=C(C=C2)S(=O)(=O)C(C(C(C(F)(F)F)(F)F)(F)F)(F)F)(C)C (3,4-Dihydro-4-amino-2,2-dimethyl-6-(nonafluorobutyl)sulfonyl-2H-1,4-benzoxazine), Cl (hydrochloric acid). The solvent is N1=CC=CC=C1 (pyridine). The product is CC1(OC2=C(N(C1)NC(=O)OC)C=C(C=C2)S(=O)(=O)C(C(C(C(F)(F)F)(F)F)(F)F)(F)F)C (3,4-Dihydro-2,2-dimethyl-6-(nonafluorobutyl)sulfonyl-4-(methoxycarbonyl)amino-2H-1,4-benzoxazine). The yield is 70.0%. RXN SMILES: [NH2:1][N:2]1[C:7]2[CH:8]=[C:9]([S:12]([C:15]([F:27])([F:26])[C:16]([F:25])([F:24])[C:17]([F:23])([F:22])[C:18]([F:21])([F:20])[F:19])(=[O:14])=[O:13])[CH:10]=[CH:11][C:6]=2[O:5][C:4]([CH3:29])([CH3:28])[CH2:3]1.Cl[C:31]([O:33][CH3:34])=[O:32].Cl>N1C=CC=CC=1>[CH3:28][C:4]1([CH3:29])[CH2:3][N:2]([NH:1][C:31]([O:33][CH3:34])=[O:32])[C:7]2[CH:8]=[C:9]([S:12]([C:15]([F:27])([F:26])[C:16]([F:24])([F:25])[C:17]([F:22])([F:23])[C:18]([F:19])([F:20])[F:21])(=[O:14])=[O:13])[CH:10]=[CH:11][C:6]=2[O:5]1. Procedure: 3,4-Dihydro-4-amino-2,2-dimethyl-6-(nonafluorobutyl)sulfonyl-2H-1,4-benzoxazine (0.46 g) was dissolved in 5 ml of pyridine, followed by the dropwise addition of 0.12 ml of methyl chloroformate under ice cooling and stirring. After the reaction mixture was stirred for 15 hours at room temperature, the reaction mixture was added with 10% hydrochloric acid and then extracted twice with chloroform. The combined chloroform layer was washed with water and with saturated brine and was then dried over m... Reactants: Cl (hydrochloric acid), ClC(=O)OCC1=CC=CC=C1 (benzyl chloroformate), NCCCC(=O)O (4-aminobutyric acid). Solvent: O1CCOCC1 (dioxan), [OH-].[Na+] (sodium hydroxide). Reaction conditions: time 30 minute. The product is C(C1=CC=CC=C1)OC(=O)NCCCC(=O)O (4-benzyloxycarbonylaminobutyric acid). Reaction SMILES: Cl[C:2]([O:4][CH2:5][C:6]1[CH:11]=[CH:10][CH:9]=[CH:8][CH:7]=1)=[O:3].[NH2:12][CH2:13][CH2:14][CH2:15][C:16]([OH:18])=[O:17].Cl>O1CCOCC1.[OH-].[Na+]>[CH2:5]([O:4][C:2]([NH:12][CH2:13][CH2:14][CH2:15][C:16]([OH:18])=[O:17])=[O:3])[C:6]1[CH:11]=[CH:10][CH:9]=[CH:8][CH:7]=1 |f:4.5|. Procedure: A solution of 5.16 g (0.103 mmol) of benzyl chloroformate in 100 ml of dry dioxan is added dropwise over a period of 30 minutes to a solution of 10.60 g (0.1 mmol) of 4-aminobutyric acid in 300 ml of 1N sodium hydroxide solution in an ice bath. The reaction mixture is stirred for 30 minutes at room temperature, acidified with 2N hydrochloric acid and extracted with methylene chloride. The organic phase is dried with sodium sulphate and concentrated in vacuo. The 4-benzyloxycarbonylaminobutyric a... The reactants are N,N′-Carbonyldiimidazole, BrC1=NC=C(C(=O)O)C=C1 (6-bromonicotinic acid), CN (Methylamine). Run in CS(=O)C (dimethylsulfoxide). Reaction conditions: time 24 hour. Product: BrC1=NC=C(C(=O)NC)C=C1 (6-Bromo-N-methyl-nicotinamide). Isolated yield 59.0%. RXN SMILES: [Br:1][C:2]1[CH:10]=[CH:9][C:5]([C:6](O)=[O:7])=[CH:4][N:3]=1.[CH3:11][NH2:12]>CS(C)=O>[Br:1][C:2]1[CH:10]=[CH:9][C:5]([C:6]([NH:12][CH3:11])=[O:7])=[CH:4][N:3]=1. Procedure details: N,N′-Carbonyldiimidazole (480 mg, 2.96 mmol) was added to a solution of 6-bromonicotinic acid (480 mg, 2.96 mmol) in dimethylsulfoxide (2 mL) and the mixture was stirred for 24 hours. Methylamine (2M in THF, 6 mL, 12 mmol) was then added and the mixture was stirred for a further 18 hours. The reaction mixture was evaporated under reduced pressure and the residue was diluted with water (25 mL) and extracted with dichloromethane (3×10 mL). The combined organic extracts were dried over sodium sulph... Starting materials: C(C1=CC=CC=C1)(=O)O (benzoic acid), C(C1=CC=2OCOC2C=C1)(=O)O (piperonylic acid), C(C)(C)(C)OC(CN(C1CC2=CC=CC=C2C1)C([C@H](C(C)C)NC(C1=CC=CC=C1)=O)=O)=O (((2(S)-Benzoylamino-3-methylbutyryl)indan-2-ylamino)acetic Acid t-Butyl Ester), compound 724. Yields the product O1COC2=C1C=CC(=C2)C(=O)N[C@H](C(=O)N(C2CC1=CC=CC=C1C2)CC(=O)O)C(C)C (((2(S)-Benzo(1,3)dioxole-5-carbonylamino-3-methylbutyryl)indan-2-ylamino)acetic Acid). RXN SMILES: C(O)(=O)C1C=CC=CC=1.[C:10]([OH:21])(=O)[C:11]1[CH:19]=[CH:18][C:17]2[O:16][CH2:15][O:14][C:13]=2[CH:12]=1.C([O:26][C:27](=[O:54])[CH2:28][N:29]([C:39](=[O:53])[C@@H:40]([NH:44]C(=O)C1C=CC=CC=1)[CH:41]([CH3:43])[CH3:42])[CH:30]1[CH2:38][C:37]2[C:32](=[CH:33][CH:34]=[CH:35][CH:36]=2)[CH2:31]1)(C)(C)C>>[O:16]1[C:17]2[CH:18]=[CH:19][C:11]([C:10]([NH:44][C@@H:40]([CH:41]([CH3:43])[CH3:42])[C:39]([N:29]([CH2:28][C:27]([OH:54])=[O:26])[CH:30]3[CH2:38][C:37]4[C:32](=[CH:33][CH:34]=[CH:35][CH:36]=4)[CH2:31]3)=[O:53])=[O:21])=[CH:12][C:13]=2[O:14][CH2:15]1. Procedure: Compound 728 was prepared by a method similar to the method used to prepare compound 724, except benzoic acid is replaced with piperonylic acid in the preparation of compound 723. ##STR107## Starting materials: FC(C1=CC=C(OC=2C=C(C=CC2)CO)C=C1)(F)F ((3-(4-(Trifluoromethyl)phenoxy)phenyl)methanol), S(=O)(Cl)Cl (thionyl chloride). Solvent: ClCCl (dichloromethane). Run at time 16 hour. Yields the product ClCC1=CC(=CC=C1)OC1=CC=C(C=C1)C(F)(F)F (1-(Chloromethyl)-3-(4-(trifluoromethyl)phenoxy)benzene). Isolated yield 96.4%. RXN SMILES: [F:1][C:2]([F:19])([F:18])[C:3]1[CH:17]=[CH:16][C:6]([O:7][C:8]2[CH:9]=[C:10]([CH2:14]O)[CH:11]=[CH:12][CH:13]=2)=[CH:5][CH:4]=1.S(Cl)([Cl:22])=O>ClCCl>[Cl:22][CH2:14][C:10]1[CH:11]=[CH:12][CH:13]=[C:8]([O:7][C:6]2[CH:16]=[CH:17][C:3]([C:2]([F:19])([F:18])[F:1])=[CH:4][CH:5]=2)[CH:9]=1. Procedure details: (3-(4-(Trifluoromethyl)phenoxy)phenyl)methanol from Step 1 (1.3 g, 4.85 mmol), in dichloromethane (10 mL), was cooled to 0° C., and treated dropwise with thionyl chloride (0.39 mL, 5.33 mmol). The reaction mixture was allowed to warm to ambient temperature and was stirred for 16 h. The reaction was concentrated by evaporation and the residue was purified by silica gel chromatography (0-20%, EtOAc:heptane) to afford the title compound (1.34 g) as a thick oil. Starting materials: N1(CCOCC1)C(CN1CCNCC1)=O (1-morpholin-4-yl-2-piperazin-1-yl-ethanone), C([O-])(O)=O.[Na+] (sodium bicarbonate), C(=O)(Cl)Cl (phosgene). The solvent is ClCCl (dichloromethane). Run at temperature 0 celsius, time 30 minute. The product is N1(CCOCC1)C(CN1CCN(CC1)C(=O)Cl)=O (4-(2-morpholin-4-yl-2-oxo-ethyl)-piperazine-1-carbonyl chloride). As a reaction SMILES: [N:1]1([C:7](=[O:15])[CH2:8][N:9]2[CH2:14][CH2:13][NH:12][CH2:11][CH2:10]2)[CH2:6][CH2:5][O:4][CH2:3][CH2:2]1.C(=O)(O)[O-].[Na+].[C:21](Cl)([Cl:23])=[O:22]>ClCCl>[N:1]1([C:7](=[O:15])[CH2:8][N:9]2[CH2:10][CH2:11][N:12]([C:21]([Cl:23])=[O:22])[CH2:13][CH2:14]2)[CH2:2][CH2:3][O:4][CH2:5][CH2:6]1 |f:1.2|. Procedure details: To the solution of 1-morpholin-4-yl-2-piperazin-1-yl-ethanone (0.5 g, 2.34 mmol) (Oakwood) in dichloromethane (15 mL) was added saturated sodium bicarbonate solution (15 mL). The reaction mixture was cooled to 0° C. and then followed by the dropwise addition of phosgene (20% in toluene, 2.22 mL, 4.21 mmol). The reaction mixture was allowed to warm up to room temperature. After stirring at room temperature for 30 minutes, the reaction mixture was extracted with dichloromethane three times. The co...